describe an organic reaction: reactants, conditions, products, and yield From a dataset of the Open Reaction Database (ORD), a public repository of structured organic reaction records. Starting materials: O=C([O-])O, C1CCOC1, CS(=O)(=O)OCc1[nH]ccc1Cc1ccccc1, CC1(C)C(Oc2ccc(F)cc2)C1C(=O)O, [K+], CN(C)C=O. Product: CC1(C)C(Oc2ccc(F)cc2)C1C(=O)OCc1[nH]ccc1Cc1ccccc1. RXN SMILES: [C:17](=[O:18])([OH:19])[O-:20].[CH2:40]1[O:41][CH2:42][CH2:43][CH2:44]1.[CH3:22][S:23]([O:24][CH2:27][c:28]1[nH:29][cH:30][cH:31][c:32]1[CH2:33][c:34]1[cH:35][cH:36][cH:37][cH:38][cH:39]1)(=[O:25])=[O:26].[F:1][c:2]1[cH:3][cH:4][c:5]([O:6][CH:7]2[C:8]([CH3:13])([CH3:14])[CH:9]2[C:10](=[O:11])[OH:12])[cH:15][cH:16]1.[K+:21].[O:45]=[CH:46][N:47]([CH3:48])[CH3:49]>>[F:1][c:2]1[cH:3][cH:4][c:5]([O:6][CH:7]2[C:8]([CH3:13])([CH3:14])[CH:9]2[C:10](=[O:11])[O:12][CH2:27][c:28]2[nH:29][cH:30][cH:31][c:32]2[CH2:33][c:34]2[cH:35][cH:36][cH:37][cH:38][cH:39]2)[cH:15][cH:16]1. Starting materials: ClCC=1N=C(OC1C)C1=CC=CC=C1 (4-chloromethyl-5-methyl-2-phenyl-oxazole), C([O-])([O-])=O.[Cs+].[Cs+] (cesium carbonate), [I-].[K+] (potassium iodide), C(C)OC(/C(=C/C1=C(C=C(C=C1)O)C)/OCC)=O ((Z)-2-ethoxy-3-(4-hydroxy-2-methyl-phenyl)-acrylic acid ethyl ester). The product is C(C)OC(/C(=C/C1=C(C=C(C=C1)OCC=1N=C(OC1C)C1=CC=CC=C1)C)/OCC)=O ((Z)-2-ethoxy-3-[2-methyl-4-(5-methyl-2-phenyl-oxazol-4-ylmethoxy)-phenyl]-acrylic acid ethyl ester). As a reaction SMILES: [CH2:1]([O:3][C:4](=[O:18])/[C:5](/[O:15][CH2:16][CH3:17])=[CH:6]/[C:7]1[CH:12]=[CH:11][C:10]([OH:13])=[CH:9][C:8]=1[CH3:14])[CH3:2].Cl[CH2:20][C:21]1[N:22]=[C:23]([C:27]2[CH:32]=[CH:31][CH:30]=[CH:29][CH:28]=2)[O:24][C:25]=1[CH3:26].C(=O)([O-])[O-].[Cs+].[Cs+].[I-].[K+]>>[CH2:1]([O:3][C:4](=[O:18])/[C:5](/[O:15][CH2:16][CH3:17])=[CH:6]/[C:7]1[CH:12]=[CH:11][C:10]([O:13][CH2:20][C:21]2[N:22]=[C:23]([C:27]3[CH:32]=[CH:31][CH:30]=[CH:29][CH:28]=3)[O:24][C:25]=2[CH3:26])=[CH:9][C:8]=1[CH3:14])[CH3:2] |f:2.3.4,5.6|. Procedure: In analogy to the procedure described in example 1 f], (Z)-2-ethoxy-3-(4-hydroxy-2-methyl-phenyl)-acrylic acid ethyl ester (example 1a c]) was reacted with 4-chloromethyl-5-methyl-2-phenyl-oxazole (example 3 a]) in the presence of cesium carbonate and potassium iodide to yield (Z)-2-ethoxy-3-[2-methyl-4-(5-methyl-2-phenyl-oxazol-4-ylmethoxy)-phenyl]-acrylic acid ethyl ester as colorless solid.